Dataset: the Open Reaction Database (ORD), a public repository of structured organic reaction records. Task: describe an organic reaction: reactants, conditions, products, and yield Starting materials: CI, [K+], [K+], O=C([O-])[O-], CN(C)C=O, O, COC(=O)c1cc2ccccc2cc1O. Product: COC(=O)c1cc2ccccc2cc1OC. RXN SMILES: [I:22][CH3:23].[K+:16].[K+:17].[O-:18][C:19]([O-:20])=[O:21].[O:25]=[CH:26][N:27]([CH3:28])[CH3:29].[OH2:24].[OH:1][c:2]1[c:3]([C:12](=[O:13])[O:14][CH3:15])[cH:4][c:5]2[cH:6][cH:7][cH:8][cH:9][c:10]2[cH:11]1>>[O:1]([c:2]1[c:3]([C:12](=[O:13])[O:14][CH3:15])[cH:4][c:5]2[cH:6][cH:7][cH:8][cH:9][c:10]2[cH:11]1)[CH3:19]. Reactants: CCOC=C(C)C=O, CC(=O)O, CCOCC, CN(C)N. The product is CCOC=C(C)C=NN(C)C. RXN SMILES: [CH2:1]([CH3:2])[O:3][CH:4]=[C:5]([CH:6]=[O:7])[CH3:8].[CH3:13][C:14](=[O:15])[OH:16].[CH3:17][CH2:18][O:19][CH2:20][CH3:21].[CH3:9][N:10]([CH3:11])[NH2:12]>>[CH2:1]([CH3:2])[O:3][CH:4]=[C:5]([CH:6]=[N:12][N:10]([CH3:9])[CH3:11])[CH3:8].